This data is from the Open Reaction Database (ORD), a public repository of structured organic reaction records. The task is: describe an organic reaction: reactants, conditions, products, and yield Reactants: N1[C@H](CCC1)CO ((R)-2-Pyrrolidinemethanol), N1=CC=CC=C1 (Pyridine), S(=O)(Cl)Cl (Thionyl chloride). The solvent is C(Cl)Cl (methylene chloride), C(Cl)Cl (methylene chloride). Product: O=[S@@]1OCC2N1CCC2 ((R)-1-oxo-3a,4,5,6-tetrahydropyrrolo[1,2-c][1,2,3]oxathiazolidine). Isolated yield 100.0%. Reaction SMILES: [NH:1]1[CH2:5][CH2:4][CH2:3][C@@H:2]1[CH2:6][OH:7].N1C=CC=CC=1.[S:14](Cl)(Cl)=[O:15]>C(Cl)Cl>[O:15]=[S@:14]1[N:1]2[CH2:5][CH2:4][CH2:3][CH:2]2[CH2:6][O:7]1. Procedure details: (R)-2-Pyrrolidinemethanol (1.00 g; 9.88 mmol), prepared according to Example 1, and 6 mL methylene chloride were added to a 50 mL, 3-neck round-bottom flask equipped with a reflux condenser topped with a CaCl2 drying tube, an addition funnel and a magnetic stirrer. Pyridine (1.63 mL; 20.16 mmol) was added, and the solution stirred in a room temperature water bath. Thionyl chloride (1.20 g; 10.08 mmol) in 4 mL methylene chloride was added over 15 minutes and washed in with 1 mL methylene chloride... Reactants: NC=1C=C(C=CC1)CC(C)(C)NC(C)=O (N-[2-(3-aminophenyl)-1,1-dimethyl-ethyl]-acetamide), [OH-].[Na+] (sodium hydroxide), [OH-].[Na+] (sodium hydroxide), [Cl-].[Na+] (sodium chloride). The solvent is C(CO)O (ethylene glycol). Run at temperature 195 celsius. Product: NC(CC=1C=C(N)C=CC1)(C)C (3-(2-amino-2-methyl-propyl)-aniline). Yield: 88.0%. As a reaction SMILES: [NH2:1][C:2]1[CH:3]=[C:4]([CH2:8][C:9]([NH:12]C(=O)C)([CH3:11])[CH3:10])[CH:5]=[CH:6][CH:7]=1.[OH-].[Na+].[Cl-].[Na+]>C(O)CO>[NH2:12][C:9]([CH3:11])([CH3:10])[CH2:8][C:4]1[CH:3]=[C:2]([CH:7]=[CH:6][CH:5]=1)[NH2:1] |f:1.2,3.4|. Reported procedure: A solution of 1.7 g (8.3 mmol) of N-[2-(3-aminophenyl)-1,1-dimethyl-ethyl]-acetamide in 20 ml of ethylene glycol was treated with 3 g (75 mmol) of sodium hydroxide and the mixture heated at 195° C. for 20 hours. The mixture was cooled and added to 150 ml of 1M aqueous sodium hydroxide saturated with sodium chloride. The product was extracted with diethyl ether (3×100 ml). The combined organic phases were dried over magnesium sulfate, filtered and evaporated to give 1.2 g (88%) of 3-(2-amino-2-me... Reactants: BrC=1C=CC(=NC1OCC1CC1)C(=O)O (5-bromo-6-(cyclopropylmethoxy)-pyridine-2-carboxylic acid), N1N=C(C=C1)B(O)O (1H-pyrazol-3-ylboronic acid), C([O-])([O-])=O.[Na+].[Na+] (sodium carbonate), O (water). Reagents/catalysts: C(Cl)Cl.[Pd](Cl)Cl.C1(=CC=CC=C1)P([C-]1C=CC=C1)C1=CC=CC=C1.[C-]1(C=CC=C1)P(C1=CC=CC=C1)C1=CC=CC=C1.[Fe+2] (1,1′-bis(diphenylphosphino)ferrocene-palladium(II)dichloride methylene chloride). The solvent is CN(C)C=O (DMF). The product is C1(CC1)COC1=C(C=CC(=N1)C(=O)O)C1=NNC=C1 (6-Cyclopropylmethoxy-5-(1H-pyrazol-3-yl)-pyridine-2-carboxylic acid). Isolated yield 66.7%. As a reaction SMILES: Br[C:2]1[CH:3]=[CH:4][C:5]([C:13]([OH:15])=[O:14])=[N:6][C:7]=1[O:8][CH2:9][CH:10]1[CH2:12][CH2:11]1.[NH:16]1[CH:20]=[CH:19][C:18](B(O)O)=[N:17]1.C(=O)([O-])[O-].[Na+].[Na+].O>CN(C=O)C.C(Cl)Cl.[Pd](Cl)Cl.C1(P(C2C=CC=CC=2)[C-]2C=CC=C2)C=CC=CC=1.[C-]1(P(C2C=CC=CC=2)C2C=CC=CC=2)C=CC=C1.[Fe+2]>[CH:10]1([CH2:9][O:8][C:7]2[N:6]=[C:5]([C:13]([OH:15])=[O:14])[CH:4]=[CH:3][C:2]=2[C:20]2[CH:19]=[CH:18][NH:17][N:16]=2)[CH2:12][CH2:11]1 |f:2.3.4,7.8.9.10.11|. Procedure details: Under an atmosphere of nitrogen, a solution of 5-bromo-6-(cyclopropylmethoxy)-pyridine-2-carboxylic acid (Example 9 d, 0.4 g, 1.5 mmol), 1H-pyrazol-3-ylboronic acid (CAN 376584-63-3, 0.2 g, 1.8 mmol), 1,1′-bis(diphenylphosphino)ferrocene-palladium(II)dichloride methylene chloride complex (CAN 95464-05-4, 60 mg, 0.07 mmol) and sodium carbonate (1.3 g, 12 mmol) in DMF (10 mL) was heated to 100° C. for 5 h. The reaction mixture was poured into water and extracted with ethyl acetate (30 mL). The aqu... Starting materials: CN(C)C=O, Cl, N#CC(CCC(F)(F)C(F)(F)F)S(=O)(=O)CCC(F)(F)C(F)(F)F, [H-], CI, [Na+]. Yields the product CC(C#N)(CCC(F)(F)C(F)(F)F)S(=O)(=O)CCC(F)(F)C(F)(F)F. As a reaction SMILES: [CH3:30][N:31]([CH3:32])[CH:33]=[O:34].[ClH:29].[F:3][C:4]([CH2:5][CH2:6][CH:7]([C:8]#[N:9])[S:10](=[O:11])(=[O:12])[CH2:13][CH2:14][C:15]([C:16]([F:17])([F:18])[F:19])([F:20])[F:21])([C:22]([F:23])([F:24])[F:25])[F:26].[H-:27].[I:1][CH3:2].[Na+:28]>>[CH3:2][C:7]([CH2:6][CH2:5][C:4]([F:3])([C:22]([F:23])([F:24])[F:25])[F:26])([C:8]#[N:9])[S:10](=[O:11])(=[O:12])[CH2:13][CH2:14][C:15]([C:16]([F:17])([F:18])[F:19])([F:20])[F:21]. Reactants: BrCCCBr, N#Cc1ccc(S)cc1, CCO, CC#N, [K+], [K+], O=C([O-])[O-]. Yields the product N#Cc1ccc(SCCCBr)cc1. Reaction SMILES: [Br:10][CH2:11][CH2:12][CH2:13][Br:14].[C:1](#[N:2])[c:3]1[cH:4][cH:5][c:6]([SH:9])[cH:7][cH:8]1.[CH3:21][CH2:22][OH:23].[CH3:24][C:25]#[N:26].[K+:15].[K+:16].[O-:17][C:18]([O-:19])=[O:20]>>[C:1](#[N:2])[c:3]1[cH:4][cH:5][c:6]([S:9][CH2:13][CH2:12][CH2:11][Br:10])[cH:7][cH:8]1. Starting materials: C(CCC)C1=NC2=C(N1CC1=CC=C(C=C1)C=1C(=CC=CC1)C(=O)OC(C)(C)C)C(=CC=C2C)OC (tert.butyl 4'-[(2-n-butyl-7-methoxy-4-methyl-benzimidazol-1-yl)-methyl]biphenyl-2-carboxylate). Run in C(Cl)Cl.C(C)O (methylene chloride ethanol). Product: N1(C=NC2=C1C=CC=C2)CC2=CC=C(C=C2)C=2C(=CC=CC2)C(=O)OC(C)(C)C (Tert.butyl 4'-[(benzimidazol-1-yl)-methyl]biphenyl-2-carboxylate). Reaction SMILES: C([C:5]1[N:9]([CH2:10][C:11]2[CH:16]=[CH:15][C:14]([C:17]3[C:18]([C:23]([O:25][C:26]([CH3:29])([CH3:28])[CH3:27])=[O:24])=[CH:19][CH:20]=[CH:21][CH:22]=3)=[CH:13][CH:12]=2)[C:8]2[C:30](OC)=[CH:31][CH:32]=[C:33](C)[C:7]=2[N:6]=1)CCC>C(Cl)Cl.C(O)C>[N:9]1([CH2:10][C:11]2[CH:12]=[CH:13][C:14]([C:17]3[C:18]([C:23]([O:25][C:26]([CH3:29])([CH3:28])[CH3:27])=[O:24])=[CH:19][CH:20]=[CH:21][CH:22]=3)=[CH:15][CH:16]=2)[C:8]2[CH:30]=[CH:31][CH:32]=[CH:33][C:7]=2[N:6]=[CH:5]1 |f:1.2|. Procedure details: tert.butyl 4'-[(2-n-butyl-7-methoxy-4-methyl-benzimidazol-1-yl)-methyl]biphenyl-2-carboxylate oil, Rf value: 0.50 (Silica gel: methylene chloride/ethanol=19:1)